Dataset: the Open Reaction Database (ORD), a public repository of structured organic reaction records. Task: describe an organic reaction: reactants, conditions, products, and yield Starting materials: CCCCC(CC)CO, ClCCl, O=C(Cl)c1ccc([N+](=O)[O-])cc1, c1ccncc1. Product: CCCCC(CC)COC(=O)c1ccc([N+](=O)[O-])cc1. RXN SMILES: [CH2:1]([CH3:2])[CH:3]([CH2:4][OH:5])[CH2:6][CH2:7][CH2:8][CH3:9].[Cl:10][CH2:11][Cl:12].[N+:13](=[O:14])([O-:15])[c:16]1[cH:17][cH:18][c:19]([C:20](=[O:21])[Cl:22])[cH:23][cH:24]1.[cH:25]1[cH:26][cH:27][n:28][cH:29][cH:30]1>>[CH2:1]([CH3:2])[CH:3]([CH2:4][O:5][C:20]([c:19]1[cH:18][cH:17][c:16]([N+:13](=[O:14])[O-:15])[cH:24][cH:23]1)=[O:21])[CH2:6][CH2:7][CH2:8][CH3:9]. Reactants: COC1=C(C=CC=C1OC)C1=C(C=NC=C1)NC ([4-(2,3-dimethoxy-phenyl)-pyridin-3-yl]-methyl-amine), FC(C=1C=C(C(=O)Cl)C=C(C1)C(F)(F)F)(F)F (3,5-bis(trifluoromethyl)benzoyl chloride). Solvent: CCCCCCC.CCOC(=O)C (n-heptane EtOAc). The product is COC1=C(C=CC=C1OC)C1=C(C=NC=C1)N(C(C1=CC(=CC(=C1)C(F)(F)F)C(F)(F)F)=O)C (N-[4-(2,3-Dimethoxy-phenyl)-pyridin-3-yl]-N-methyl-3,5-bis-trifluoromethyl-benzamide). As a reaction SMILES: [CH3:1][O:2][C:3]1[C:8]([O:9][CH3:10])=[CH:7][CH:6]=[CH:5][C:4]=1[C:11]1[CH:16]=[CH:15][N:14]=[CH:13][C:12]=1[NH:17][CH3:18].[F:19][C:20]([F:35])([F:34])[C:21]1[CH:22]=[C:23]([CH:27]=[C:28]([C:30]([F:33])([F:32])[F:31])[CH:29]=1)[C:24](Cl)=[O:25]>CCCCCCC.CCOC(C)=O>[CH3:1][O:2][C:3]1[C:8]([O:9][CH3:10])=[CH:7][CH:6]=[CH:5][C:4]=1[C:11]1[CH:16]=[CH:15][N:14]=[CH:13][C:12]=1[N:17]([CH3:18])[C:24](=[O:25])[C:23]1[CH:22]=[C:21]([C:20]([F:35])([F:34])[F:19])[CH:29]=[C:28]([C:30]([F:33])([F:32])[F:31])[CH:27]=1 |f:2.3|. Procedure details: The title compound was prepared in analogy to example 72, intermediate, from [4-(2,3-dimethoxy-phenyl)-pyridin-3-yl]-methyl-amine and 3,5-bis(trifluoromethyl)benzoyl chloride (CAS RN 1271-19-8) and using a gradient of n-heptane:EtOAc (100:0 to 40:60) for the chromatographic purification. Light yellow solid (72%). MS (ESI): m/z=485.127 [M+H]+. The reactants are ClC1=NC(=CC(=N1)C(=O)NC(C)C=1C=NC(=CC1)OCC(F)(F)F)C (2-chloro-6-methyl-N-(1-(6-(2,2,2-trifluoroethoxy)pyridin-3-yl)ethyl)pyrimidine-4-carb oxamide), FC(CN)(F)F (2,2,2-trifluoroethanamine). Run at temperature 100 celsius. The product is CC1=CC(=NC(=N1)NCC(F)(F)F)C(=O)NC(C)C=1C=NC(=CC1)OCC(F)(F)F (6-methyl-N-(1-(6-(2,2,2-trifluoroethoxy)pyridin-3-yl)ethyl)-2-((2,2,2-trifluoroethyl)amino)pyrimidine-4-carboxamide). Yield: 12.0%. RXN SMILES: Cl[C:2]1[N:7]=[C:6]([C:8]([NH:10][CH:11]([C:13]2[CH:14]=[N:15][C:16]([O:19][CH2:20][C:21]([F:24])([F:23])[F:22])=[CH:17][CH:18]=2)[CH3:12])=[O:9])[CH:5]=[C:4]([CH3:25])[N:3]=1.[F:26][C:27]([F:31])([F:30])[CH2:28][NH2:29]>>[CH3:25][C:4]1[N:3]=[C:2]([NH:29][CH2:28][C:27]([F:31])([F:30])[F:26])[N:7]=[C:6]([C:8]([NH:10][CH:11]([C:13]2[CH:14]=[N:15][C:16]([O:19][CH2:20][C:21]([F:24])([F:23])[F:22])=[CH:17][CH:18]=2)[CH3:12])=[O:9])[CH:5]=1. Procedure: A mixture of 2-chloro-6-methyl-N-(1-(6-(2,2,2-trifluoroethoxy)pyridin-3-yl)ethyl)pyrimidine-4-carb oxamide (50 mg, 0.13 mmol, Step-1 of Example 536, single enantiomer) and 2,2,2-trifluoroethanamine (3.5 mL) is heated at 100° C. for 4 days in a sealed tube. After cooled to room temperature, the mixture is concentrated and then purified by preparative LC-MS to give 7 mg (12% yield) of the title compound. Reactants: COc1cc(CCC(O)c2cccc(OCC(=O)OC(C)(C)C)c2)cc(OC)c1OC, CN(C)c1ccncc1, ClCCl, CCC(C)(C)C(=O)C(=O)N1CCCCC1C(=O)O. The product is CCC(C)(C)C(=O)C(=O)N1CCCCC1C(=O)OC(CCc1cc(OC)c(OC)c(OC)c1)c1cccc(OCC(=O)OC(C)(C)C)c1. RXN SMILES: [CH3:1][O:2][c:3]1[cH:4][c:5]([CH2:13][CH2:14][CH:15]([OH:16])[c:17]2[cH:18][c:19]([O:23][CH2:24][C:25](=[O:26])[O:27][C:28]([CH3:29])([CH3:30])[CH3:31])[cH:20][cH:21][cH:22]2)[cH:6][c:7]([O:11][CH3:12])[c:8]1[O:9][CH3:10].[CH3:53][N:54]([CH3:55])[c:56]1[cH:57][cH:58][n:59][cH:60][cH:61]1.[Cl:50][CH2:51][Cl:52].[O:32]=[C:33]([C:34]([C:35]([CH2:36][CH3:37])([CH3:38])[CH3:39])=[O:40])[N:41]1[CH:42]([C:47](=[O:48])[OH:49])[CH2:43][CH2:44][CH2:45][CH2:46]1>>[CH3:1][O:2][c:3]1[cH:4][c:5]([CH2:13][CH2:14][CH:15]([O:16][C:47]([CH:42]2[N:41]([C:33](=[O:32])[C:34]([C:35]([CH2:36][CH3:37])([CH3:38])[CH3:39])=[O:40])[CH2:46][CH2:45][CH2:44][CH2:43]2)=[O:48])[c:17]2[cH:18][c:19]([O:23][CH2:24][C:25](=[O:26])[O:27][C:28]([CH3:29])([CH3:30])[CH3:31])[cH:20][cH:21][cH:22]2)[cH:6][c:7]([O:11][CH3:12])[c:8]1[O:9][CH3:10]. Starting materials: COC1=CC=C(N)C=C1OC (4,5-dimethoxyaniline), ClC1=C(C=C(C=C1)OC)NC(C)=O (N-(2-chloro-5-methoxy-phenyl)-acetamide). Product: COC=1C=C(C=C(C1)OC)NC(C)=O (N-(3,5-Dimethoxy-phenyl)-acetamide). RXN SMILES: [CH3:1][O:2]C1C(OC)=CC(N)=CC=1.Cl[C:13]1[CH:18]=[CH:17][C:16]([O:19][CH3:20])=[CH:15][C:14]=1[NH:21][C:22](=[O:24])[CH3:23]>>[CH3:1][O:2][C:18]1[CH:13]=[C:14]([NH:21][C:22](=[O:24])[CH3:23])[CH:15]=[C:16]([O:19][CH3:20])[CH:17]=1. Procedure: Prepared from 4,5-dimethoxyaniline in analogy to the methods described for N-(2-chloro-5-methoxy-phenyl)-acetamide. Reactants: ClCCCl, CCOC(C)=O, CN(C)C=O, On1nnc2ccccc21, O=C(O)Cc1ccc(O)cc1, O=C1CCC(=O)N1O. Yields the product O=C(Cc1ccc(O)cc1)ON1C(=O)CCC1=O. As a reaction SMILES: [CH2:22]([Cl:23])[CH2:24][Cl:25].[CH3:39][CH2:40][O:41][C:42](=[O:43])[CH3:44].[O:34]=[CH:35][N:36]([CH3:37])[CH3:38].[OH:12][n:13]1[c:14]2[c:15]([cH:16][cH:17][cH:18][cH:19]2)[n:20][n:21]1.[OH:1][C:2](=[O:3])[CH2:4][c:5]1[cH:6][cH:7][c:8]([OH:9])[cH:10][cH:11]1.[OH:26][N:27]1[C:28](=[O:33])[CH2:29][CH2:30][C:31]1=[O:32]>>[O:1]=[C:2]([O:3][N:27]1[C:28](=[O:33])[CH2:29][CH2:30][C:31]1=[O:32])[CH2:4][c:5]1[cH:6][cH:7][c:8]([OH:9])[cH:10][cH:11]1. Reactants: C1=CC=C(C=C1)P(C2=CC=CC=C2)C3=C(C4=CC=CC=C4C=C3)C5=C(C=CC6=CC=CC=C65)P(C7=CC=CC=C7)C8=CC=CC=C8 ((R)-(+)-2,2′-Bis(diphenylphosphino)-1,1′-binaphthyl), Cl.Cl.C[Si](CCOCN1C=CC2=C1N=CN=C2C=2C=NN(C2)C2(CNC2)CC#N)(C)C ({3-[4-(7-{[2-(trimethylsilyl)ethoxy]methyl}-7H-pyrrolo[2,3-d]pyrimidin-4-yl)-1H-pyrazol-1-yl]azetidin-3-yl}acetonitrile dihydrochloride), ClC1=CC(=C(C(=O)N[C@H](C(F)(F)F)C)C=C1F)F (4-chloro-2,5-difluoro-N-[(1S)-2,2,2-trifluoro-1-methylethyl]benzamide), C([O-])([O-])=O.[Cs+].[Cs+] (cesium carbonate). Reagents/catalysts: C(C)(=O)[O-].[Pd+2].C(C)(=O)[O-] (palladium acetate). The solvent is C1(=CC=CC=C1)C (toluene), O (water). Run at temperature 130 celsius, time 5 hour. The product is C(#N)CC1(CN(C1)C1=CC(=C(C(=O)N[C@H](C(F)(F)F)C)C=C1F)F)N1N=CC(=C1)C=1C2=C(N=CN1)N(C=C2)COCC[Si](C)(C)C (4-{3-(cyanomethyl)-3-[4-(7-{[2-(trimethylsilyl)ethoxy]methyl}-7H-pyrrolo[2,3-d]pyrimidin-4-yl)-1H-pyrazol-1-yl]azetidin-1-yl}-2,5-difluoro-N-[(1S)-2,2,2-trifluoro-1-methylethyl]benzamide). RXN SMILES: C1C=CC(P(C2C=CC3C(=CC=CC=3)C=2C2C3C(=CC=CC=3)C=CC=2P(C2C=CC=CC=2)C2C=CC=CC=2)C2C=CC=CC=2)=CC=1.Cl.Cl.[CH3:49][Si:50]([CH3:77])([CH3:76])[CH2:51][CH2:52][O:53][CH2:54][N:55]1[C:59]2[N:60]=[CH:61][N:62]=[C:63]([C:64]3[CH:65]=[N:66][N:67]([C:69]4([CH2:73][C:74]#[N:75])[CH2:72][NH:71][CH2:70]4)[CH:68]=3)[C:58]=2[CH:57]=[CH:56]1.Cl[C:79]1[C:93]([F:94])=[CH:92][C:82]([C:83]([NH:85][C@@H:86]([CH3:91])[C:87]([F:90])([F:89])[F:88])=[O:84])=[C:81]([F:95])[CH:80]=1.C(=O)([O-])[O-].[Cs+].[Cs+]>C1(C)C=CC=CC=1.C([O-])(=O)C.[Pd+2].C([O-])(=O)C.O>[C:74]([CH2:73][C:69]1([N:67]2[CH:68]=[C:64]([C:63]3[C:58]4[CH:57]=[CH:56][N:55]([CH2:54][O:53][CH2:52][CH2:51][Si:50]([CH3:76])([CH3:49])[CH3:77])[C:59]=4[N:60]=[CH:61][N:62]=3)[CH:65]=[N:66]2)[CH2:70][N:71]([C:79]2[C:93]([F:94])=[CH:92][C:82]([C:83]([NH:85][C@@H:86]([CH3:91])[C:87]([F:90])([F:88])[F:89])=[O:84])=[C:81]([F:95])[CH:80]=2)[CH2:72]1)#[N:75] |f:1.2.3,5.6.7,9.10.11|. Reported procedure: (R)-(+)-2,2′-Bis(diphenylphosphino)-1,1′-binaphthyl (8.3 mg, 0.013 mmol) was added to a mixture of {3-[4-(7-{[2-(trimethylsilyl)ethoxy]methyl}-7H-pyrrolo[2,3-d]pyrimidin-4-yl)-1H-pyrazol-1-yl]azetidin-3-yl}acetonitrile dihydrochloride (65 mg, 0.13 mmol), 4-chloro-2,5-difluoro-N-[(1S)-2,2,2-trifluoro-1-methylethyl]benzamide (0.14 mmol), and cesium carbonate (0.13 g, 0.40 mmol) in toluene (4.0 mL) under N2, followed by palladium acetate (3.0 mg, 0.013 mmol). The reaction mixture was stirred at 130... Starting materials: CN(C)CCCCl, Cc1ccccc1, [H-], [Na+], O=Cc1cccc(O)c1. The product is CN(C)CCCOc1cccc(C=O)c1. RXN SMILES: [CH3:12][N:13]([CH2:14][CH2:15][CH2:16][Cl:17])[CH3:18].[CH3:19][c:20]1[cH:21][cH:22][cH:23][cH:24][cH:25]1.[H-:11].[Na+:10].[OH:1][c:2]1[cH:3][c:4]([CH:5]=[O:6])[cH:7][cH:8][cH:9]1>>[O:1]([c:2]1[cH:3][c:4]([CH:5]=[O:6])[cH:7][cH:8][cH:9]1)[CH2:16][CH2:15][CH2:14][N:13]([CH3:12])[CH3:18].